This data is from the Open Reaction Database (ORD), a public repository of structured organic reaction records. The task is: describe an organic reaction: reactants, conditions, products, and yield Reactants: C(C)(C)(C)OC(NC1=C(C=C(C=C1)C#CC1=CC=C(C=C1)F)NC(CC(C1=CC(=CC=C1)C1=NC=CC=C1)=O)=O)=O ({4-(4-fluoro-phenylethynyl)-2-[3-oxo-3-(3-pyridin-2-yl-phenyl)-propionylamino]-phenyl}-carbamic acid tert-butyl ester), C(=O)(C(F)(F)F)O (TFA). Solvent: C(Cl)Cl (CH2Cl2). Yields the product FC1=CC=C(C=C1)C#CC=1C=CC2=C(NC(CC(=N2)C2=CC(=CC=C2)C2=NC=CC=C2)=O)C1 (8-(4-Fluoro-phenylethynyl)-4-(3-pyridin-2-yl-phenyl)-1,3-dihydro-benzo[b][1,4]diazepin-2-one), solid. The yield is 88.0%. As a reaction SMILES: C(OC(=O)[NH:7][C:8]1[CH:13]=[CH:12][C:11]([C:14]#[C:15][C:16]2[CH:21]=[CH:20][C:19]([F:22])=[CH:18][CH:17]=2)=[CH:10][C:9]=1[NH:23][C:24](=[O:40])[CH2:25][C:26](=O)[C:27]1[CH:32]=[CH:31][CH:30]=[C:29]([C:33]2[CH:38]=[CH:37][CH:36]=[CH:35][N:34]=2)[CH:28]=1)(C)(C)C.C(O)(C(F)(F)F)=O>C(Cl)Cl>[F:22][C:19]1[CH:18]=[CH:17][C:16]([C:15]#[C:14][C:11]2[CH:12]=[CH:13][C:8]3[N:7]=[C:26]([C:27]4[CH:32]=[CH:31][CH:30]=[C:29]([C:33]5[CH:38]=[CH:37][CH:36]=[CH:35][N:34]=5)[CH:28]=4)[CH2:25][C:24](=[O:40])[NH:23][C:9]=3[CH:10]=2)=[CH:21][CH:20]=1. Reported procedure: The title compound was prepared from {4-(4-fluoro-phenylethynyl)-2-[3-oxo-3-(3-pyridin-2-yl-phenyl)-propionylamino]-phenyl}-carbamic acid tert-butyl ester (Example M147) (287 mg, 0.52 mmol) by treatment with TFA in CH2Cl2 according to the general procedure N. Obtained as an off-white solid (197 mg, 88%). The reactants are C(C)(=O)O (Acetic acid), C(C)(=O)[O-].[Na+] (sodium acetate), Cl.N[C@@H](CC(=O)OC)C(=O)OC (dimethyl L-aspartate hydrochloride), COC1OC(CC1)OC (Tetrahydro-2,5-dimethoxyfuran). Run in ClCCl (dichloromethane), O (water). Conditions: temperature 80 celsius. The product is N1(C=CC=C1)[C@H](C(=O)OC)CC(=O)OC (Dimethyl(2S)-2-(1H-pyrrol-1-yl)butanedioate). The yield is 69.0%. Reaction SMILES: C(O)(=O)C.C([O-])(=O)C.[Na+].Cl.[NH2:11][C@H:12]([C:18]([O:20][CH3:21])=[O:19])[CH2:13][C:14]([O:16][CH3:17])=[O:15].CO[CH:24]1[CH2:28][CH2:27][CH:26](OC)O1>ClCCl.O>[N:11]1([C@@H:12]([CH2:13][C:14]([O:16][CH3:17])=[O:15])[C:18]([O:20][CH3:21])=[O:19])[CH:24]=[CH:28][CH:27]=[CH:26]1 |f:1.2,3.4|. Procedure: Acetic acid (2.5 ml) and sodium acetate (32.5 mmol, 2.6 g) were added to a solution of dimethyl L-aspartate hydrochloride (29.5 mmol, 5.830 g) in dichloromethane (60 ml) and water (30 ml). Tetrahydro-2,5-dimethoxyfuran (29.5 mmol, 3.8 ml) was added to the resulting mixture heated at 80° C. After 90 min. the solution was cooled and the acqueous layer was washed with DCM. The combined organic layers were washed with brine and then dried, filtered and evaporated. The crude residue was purified by c... Starting materials: [N+](=O)([O-])F (NO2F), CN1C(C(N=C(C2=C1C=CC=C2)C2=C(C=CC=C2)Cl)F)=O (1-methyl-3-fluoro-5-o-chlorophenyl-2,3-dihydro-1H-1,4-benzodiazepin-2-one), 3-chloro, S1(=O)(=O)CCCC1 (sulfolane), B(F)(F)F (BF3), S1(=O)(=O)CCCC1 (sulfolane). Conditions: time 1 hour. Yields the product CN1C(C(N=C(C2=C1C=CC(=C2)[N+](=O)[O-])C2=C(C=CC=C2)Cl)F)=O (1-methyl-3-fluoro-5-o-chlorophenyl-7-nitro-2,3-dihydro-1H-1,4-benzodiazepin-2-one). Reaction SMILES: [N+:1](F)([O-:3])=[O:2].S1(CCCC1)(=O)=O.B(F)(F)F.[CH3:16][N:17]1[C:23]2[CH:24]=[CH:25][CH:26]=[CH:27][C:22]=2[C:21]([C:28]2[CH:33]=[CH:32][CH:31]=[CH:30][C:29]=2[Cl:34])=[N:20][CH:19]([F:35])[C:18]1=[O:36]>>[CH3:16][N:17]1[C:23]2[CH:24]=[CH:25][C:26]([N+:1]([O-:3])=[O:2])=[CH:27][C:22]=2[C:21]([C:28]2[CH:33]=[CH:32][CH:31]=[CH:30][C:29]=2[Cl:34])=[N:20][CH:19]([F:35])[C:18]1=[O:36]. Procedure: A solution of 0.8 g. of NO2F in 13 ml. of sulfolane is saturated with BF3 at 5°-10°. This solution is added dropwise to a stirred solution of 3.03 g. of 1-methyl-3-fluoro-5-o-chlorophenyl-2,3-dihydro-1H-1,4-benzodiazepin-2-one, obtainable from the corresponding 3-chloro compound and AgF, in 15 ml. of sulfolane at 10°-15°. The mixture is stirred for 1 hour more at 15°-25° and worked up in the customary manner to give 1-methyl-3-fluoro-5-o-chlorophenyl-7-nitro-2,3-dihydro-1H-1,4-benzodiazepin-2-on... Reactants: FC1=CC=C(C=C1)S(=O)(=O)N1C=C(C=C1C1=CC=CC=C1)CO ({1-[(4-fluorophenyl)sulfonyl]-5-phenyl-1H-pyrrol-3-yl}methanol), powder, C[N+]1(CCOCC1)[O-] (N-methylmorpholine N-oxide), 4A. The reagents and catalysts are [Ru](=O)(=O)(=O)[O-].C(CC)[N+](CCC)(CCC)CCC (tetra-n-propylammonium perruthenate). The product is FC1=CC=C(C=C1)S(=O)(=O)N1C=C(C=C1C1=CC=CC=C1)C=O (1-[(4-Fluorophenyl)sulfonyl]-5-phenyl-1H-pyrrole-3-carbaldehyde). Isolated yield 79.7%. As a reaction SMILES: [F:1][C:2]1[CH:7]=[CH:6][C:5]([S:8]([N:11]2[C:15]([C:16]3[CH:21]=[CH:20][CH:19]=[CH:18][CH:17]=3)=[CH:14][C:13]([CH2:22][OH:23])=[CH:12]2)(=[O:10])=[O:9])=[CH:4][CH:3]=1.C[N+]1([O-])CCOCC1>[Ru]([O-])(=O)(=O)=O.C([N+](CCC)(CCC)CCC)CC>[F:1][C:2]1[CH:3]=[CH:4][C:5]([S:8]([N:11]2[C:15]([C:16]3[CH:21]=[CH:20][CH:19]=[CH:18][CH:17]=3)=[CH:14][C:13]([CH:22]=[O:23])=[CH:12]2)(=[O:9])=[O:10])=[CH:6][CH:7]=1 |f:2.3|. Reported procedure: Using {1-[(4-fluorophenyl)sulfonyl]-5-phenyl-1H-pyrrol-3-yl}methanol (405 mg), tetra-n-propylammonium perruthenate (42 mg), N-methylmorpholine N-oxide (247 mg) and molecular sieves 4A powder (1.0 g), a procedure as in Reference Example 6 was performed to give the title compound as a brown oil (yield 321 mg, 80%). The reactants are C(=O)(O)CCC1=CNC=C1C (3-(2-Carboxyethyl)-4-methylpyrrole), CO (methanol), [OH-].[K+] (potassium hydroxide), CC1=CC=C(C=C1)S(=O)(=O)N(C)N=O (Diazald). Solvent: C(C)OCC (ethyl ether), C(C)O (ethanol), C(C)OCC (ethyl ether), O (water). Conditions: temperature 70 celsius. Yields the product C(C)OC(=O)CCC1=CNC=C1C (3-(2-ethoxycarbonylethyl)-4-methylpyrrole). Yield: 0.7%. Reaction SMILES: [C:1]([CH2:4][CH2:5][C:6]1[C:10]([CH3:11])=[CH:9][NH:8][CH:7]=1)([OH:3])=[O:2].CO.[CH3:14][C:15]1C=CC(S(N(N=O)C)(=O)=O)=CC=1.[OH-].[K+]>C(OCC)C.C(O)C.O>[CH2:14]([O:2][C:1]([CH2:4][CH2:5][C:6]1[C:10]([CH3:11])=[CH:9][NH:8][CH:7]=1)=[O:3])[CH3:15] |f:3.4|. Procedure details: 3-(2-Carboxyethyl)-4-methylpyrrole (123 g) was mixed with 1500 mL of ethyl ether and 250 mL of methanol in a magnetically stirred receiver flask. A separate 3 L, 3 neck round bottom flask was equipped with magnetic stirring, a distillation head and condenser leading to the inlet of the receiver flask, and heated in a water bath. Into the 3 L flask was placed 240 g of Diazald dissolved in 1800 mL of ethyl ether and a solution of 73 g of potassium hydroxide dissolved in 360 mL of 95% ethanol and 1...